From a dataset of the Open Reaction Database (ORD), a public repository of structured organic reaction records. describe an organic reaction: reactants, conditions, products, and yield Reactants: ClC=1C(=NC=NC1Cl)N (5,6-dichloropyrimidin-4-amine), NC=1C=C(C=CC1)O (3-aminophenol), CC1(OB(OC1(C)C)C=1C=NN(C1)CC1=C(C#N)C=CC=C1)C (2-((4-(4,4,5,5-tetramethyl-1,3,2-dioxaborolan-2-yl)-1H-pyrazol-1-yl)methyl)benzonitrile), C(C=C)(=O)Cl (acryloyl chloride). Product: NC1=C(C(=NC=N1)OC=1C=C(C=CC1)NC(C=C)=O)C=1C=NN(C1)CC1=C(C=CC=C1)C#N (N-(3-((6-amino-5-(1-(2-cyanobenzyl)-1H-pyrazol-4-yl)pyrimidin-4-yl)oxy)phenyl)acrylamide). RXN SMILES: Cl[C:2]1[C:3]([NH2:9])=[N:4][CH:5]=[N:6][C:7]=1Cl.[NH2:10][C:11]1[CH:12]=[C:13]([OH:17])[CH:14]=[CH:15][CH:16]=1.CC1(C)C(C)(C)OB([C:26]2[CH:27]=[N:28][N:29]([CH2:31][C:32]3[CH:39]=[CH:38][CH:37]=[CH:36][C:33]=3[C:34]#[N:35])[CH:30]=2)O1.[C:41](Cl)(=[O:44])[CH:42]=[CH2:43]>>[NH2:9][C:3]1[N:4]=[CH:5][N:6]=[C:7]([O:17][C:13]2[CH:12]=[C:11]([NH:10][C:41](=[O:44])[CH:42]=[CH2:43])[CH:16]=[CH:15][CH:14]=2)[C:2]=1[C:26]1[CH:27]=[N:28][N:29]([CH2:31][C:32]2[CH:39]=[CH:38][CH:37]=[CH:36][C:33]=2[C:34]#[N:35])[CH:30]=1. Procedure details: N-(3-((6-amino-5-(1-(2-cyanobenzyl)-1H-pyrazol-4-yl)pyrimidin-4-yl)oxy)phenyl)acrylamide was prepared from 5,6-dichloropyrimidin-4-amine, 3-aminophenol, 2-((4-(4,4,5,5-tetramethyl-1,3,2-dioxaborolan-2-yl)-1H-pyrazol-1-yl)methyl)benzonitrile, and acryloyl chloride using methods A, C, and F. HPLC: 96%. MS: m/z=438 [M+H]+. 1H-NMR (DMSO-d6) δ 10.21 (s, 1H), 8.21 (s, 1H), 8.01 (s, 1H), 7.88 (d, 1H), 7.75 (s, 1H), 7.69 (t, 1H), 7.54-7.29 (m, 5H), 6.81 (d, 1H), 6.66 (broad s, 2H), 6.42 (dd, 1H), 6.25 (... The reactants are CN(CCCCCCCCCO[Si](C)(C)C(C)(C)C)C1C2CCC1C(O)C2, CCOC(=O)C(O)(c1cccs1)c1cccs1, Cc1ccccc1, [Cl-], [H-], [NH4+], [Na+]. The product is CN(CCCCCCCCCO[Si](C)(C)C(C)(C)C)C1C2CCC1C(OC(=O)C(O)(c1cccs1)c1cccs1)C2. Reaction SMILES: [C:3]([CH3:4])([CH3:5])([CH3:6])[Si:7]([O:8][CH2:9][CH2:10][CH2:11][CH2:12][CH2:13][CH2:14][CH2:15][CH2:16][CH2:17][N:18]([CH:19]1[CH:20]2[CH:21]([OH:26])[CH2:22][CH:23]1[CH2:24][CH2:25]2)[CH3:27])([CH3:28])[CH3:29].[CH2:30]([O:32][C:33](=[O:31])[C:34]([c:35]1[s:36][cH:37][cH:38][cH:39]1)([c:40]1[s:41][cH:42][cH:43][cH:44]1)[OH:45])[CH3:46].[CH3:49][c:50]1[cH:51][cH:52][cH:53][cH:54][cH:55]1.[Cl-:47].[H-:1].[NH4+:48].[Na+:2]>>[C:3]([CH3:4])([CH3:5])([CH3:6])[Si:7]([O:8][CH2:9][CH2:10][CH2:11][CH2:12][CH2:13][CH2:14][CH2:15][CH2:16][CH2:17][N:18]([CH:19]1[CH:20]2[CH:21]([O:26][C:33](=[O:32])[C:34]([c:35]3[s:36][cH:37][cH:38][cH:39]3)([c:40]3[s:41][cH:42][cH:43][cH:44]3)[OH:45])[CH2:22][CH:23]1[CH2:24][CH2:25]2)[CH3:27])([CH3:28])[CH3:29]. Reactants: NC(S)=N (TPU), ICCC(=O)O (3-iodopropionic acid), Carbohydrate, Tetrafluorophenyl 3-(2,3,4,6-tetra-O-acetyl-1-thio-β-D-galactopyranosyl)propionate, C(C)(=O)O[C@H]1C(O[C@@H]([C@@H]([C@@H]1OC(C)=O)OC(C)=O)COC(C)=O)Br (Tetra-O-acetyl-D-galactosyl bromide), NC(S)=N (thiopseudourea), NC(=S)N (thiourea), 2-imino-2-methoxyethyl 1-thioglycosides. The solvent is CC(=O)C (acetone). Product: C(C)(=O)O[C@H]1[C@H](SCCC(=O)O)O[C@@H]([C@@H]([C@@H]1OC(C)=O)OC(C)=O)COC(C)=O (2-carboxyethyl 2,3,4,6-tetra-O-acetyl-1-thio-β-D-galactopyranoside). As a reaction SMILES: [C:1]([O:4][C@@H:5]1[C@@H:10]([O:11][C:12](=[O:14])[CH3:13])[C@@H:9]([O:15][C:16](=[O:18])[CH3:17])[C@@H:8]([CH2:19][O:20][C:21](=[O:23])[CH3:22])[O:7][CH:6]1Br)(=[O:3])[CH3:2].N[C:26](=N)[SH:27].IC[CH2:31][C:32]([OH:34])=[O:33]>CC(C)=O>[C:1]([O:4][C@@H:5]1[C@@H:10]([O:11][C:12](=[O:14])[CH3:13])[C@@H:9]([O:15][C:16](=[O:18])[CH3:17])[C@@H:8]([CH2:19][O:20][C:21](=[O:23])[CH3:22])[O:7][C@H:6]1[S:27][CH2:26][CH2:31][C:32]([OH:34])=[O:33])(=[O:3])[CH3:2]. Reported procedure: Synthesis of Carbohydrate Containing CAP Reagents (Tetrafluorophenyl 3-(2,3,4,6-tetra-O-acetyl-1-thio-β-D-galactopyranosyl)propionate (4a)). Tetra-O-acetyl-D-galactosyl bromide (Sigma) was converted to the thiopseudourea (TPU) derivative by treatment with thiourea in acetone according to the literature procedure (Stowell, C. P., and Lee, Y. C. (1982) Preparation of neoglycoproteins using 2-imino-2-methoxyethyl 1-thioglycosides. Methods in Enzymology, 83, 278). This TPU derivative was reacted wit... Conditions: time 2 hour. Yields the product C(C)(=O)C=1C=C(C(O)=CC1)O (4-acetylcatechol). Reagents/catalysts: [Zn] (zinc). The reactants are four, mixture, C(C)(=O)O (acetic acid), ClCC(=O)C=1C=C(C(O)=CC1)O (4-(chloroacetyl)catechol). Reported procedure: 400 ml of a mixture of 1:8 v/v glacial acetic acid in water was added in two portions to a stirred mixture of 35 g of 4-(chloroacetyl)catechol in 300 ml of ethanol. At 10-minute intervals, four 10 g portions of 90% zinc dust were added, the mixture being held below about 45° C. The mixture then was stirred for 2 hours at 30°-40° C. and allowed to stand over a weekend. The liquid phase was decanted and stripped to a quarter of its volume under reduced pressure. The residue was extracted with ethe... RXN SMILES: C(O)(=O)C.Cl[CH2:6][C:7]([C:9]1[CH:10]=[C:11]([OH:16])[C:12](=[CH:14][CH:15]=1)[OH:13])=[O:8]>O.C(O)C.[Zn]>[C:7]([C:9]1[CH:10]=[C:11]([OH:16])[C:12](=[CH:14][CH:15]=1)[OH:13])(=[O:8])[CH3:6]. Run in O (water), C(C)O (ethanol).